From a dataset of the Open Reaction Database (ORD), a public repository of structured organic reaction records. describe an organic reaction: reactants, conditions, products, and yield Reactants: ClC=1C=C2N=C3C=CC(=CC3=C(C2=CC1)Cl)OC (6,9-dichloro-2-methoxyacridine), CN1CC(CC1)N (1-methylpyrrolidin-3-amine). The product is ClC=1C=C2N=C3C=CC(=CC3=C(C2=CC1)NC1CN(CC1)C)OC (6-Chloro-2-methoxy-N-(1-methylpyrrolidin-3-yl)acridin-9-amine). RXN SMILES: [Cl:1][C:2]1[CH:3]=[C:4]2[C:13](=[CH:14][CH:15]=1)[C:12](Cl)=[C:11]1[C:6]([CH:7]=[CH:8][C:9]([O:17][CH3:18])=[CH:10]1)=[N:5]2.[CH3:19][N:20]1[CH2:24][CH2:23][CH:22]([NH2:25])[CH2:21]1>>[Cl:1][C:2]1[CH:3]=[C:4]2[C:13](=[CH:14][CH:15]=1)[C:12]([NH:25][CH:22]1[CH2:23][CH2:24][N:20]([CH3:19])[CH2:21]1)=[C:11]1[C:6]([CH:7]=[CH:8][C:9]([O:17][CH3:18])=[CH:10]1)=[N:5]2. Reported procedure: Following the general procedure of Example 1 and making non-critical variations but using 6,9-dichloro-2-methoxyacridine and 1-methylpyrrolidin-3-amine, the title compound was obtained; MS (Found M+1=356) The reactants are Cl.Cl.NC1CCN(CC1)CCCOC1=CC2=C(C3=C(C(O2)=O)CCC3)C=C1 (7-[3-(4-aminopiperidino)-propoxy]-2,3-dihydrocyclopenta[c][1]benzopyran-4(1H)-one dihydrochloride), [O-]C#N.[K+] (potassium cyanate), Cl (hydrochloric acid). The solvent is O (water). Product: Cl.N(C(=O)N)C1CCN(CC1)CCCOC1=CC2=C(C3=C(C(O2)=O)CCC3)C=C1 (2,3-Dihydro-7-[3-(4-ureidopiperidino)-propoxy]-cyclopenta[c][1]benzopyran-4(1H)-one hydrochloride). Reaction SMILES: [ClH:1].Cl.[NH2:3][CH:4]1[CH2:9][CH2:8][N:7]([CH2:10][CH2:11][CH2:12][O:13][C:14]2[CH:27]=[CH:26][C:17]3[C:18]4[CH2:25][CH2:24][CH2:23][C:19]=4[C:20](=[O:22])[O:21][C:16]=3[CH:15]=2)[CH2:6][CH2:5]1.[O-:28][C:29]#[N:30].[K+].Cl>O>[ClH:1].[NH:3]([CH:4]1[CH2:9][CH2:8][N:7]([CH2:10][CH2:11][CH2:12][O:13][C:14]2[CH:27]=[CH:26][C:17]3[C:18]4[CH2:25][CH2:24][CH2:23][C:19]=4[C:20](=[O:22])[O:21][C:16]=3[CH:15]=2)[CH2:6][CH2:5]1)[C:29]([NH2:30])=[O:28] |f:0.1.2,3.4,7.8|. Procedure details: A mixture of 4.15 g. (0.01 mole) 7-[3-(4-aminopiperidino)-propoxy]-2,3-dihydrocyclopenta[c][1]benzopyran-4(1H)-one dihydrochloride, 4.0 g. potassium cyanate, 50 ml. water and 30 ml. 2 N hydrochloric acid is stirred for 3 days at ambient temperature, filtered and the precipitate extracted with hot ethanol. There are thus obtained 2.4 g. (57% of theory) of the desired compound; m.p. 244°-245° C. Reactants: CC(=O)O[BH-](OC(C)=O)OC(C)=O, C=O, CCCCc1nnc(OCC2(F)CCNCC2)cc1-c1ccc(OC2CCCCC2)cc1, ClCCl, Cl, Cl, [Na+], O. The product is CCCCc1nnc(OCC2(F)CCN(C)CC2)cc1-c1ccc(OC2CCCCC2)cc1. RXN SMILES: [C:37]([O:38][BH-:39]([O:40][C:41](=[O:42])[CH3:43])[O:44][C:45](=[O:46])[CH3:47])(=[O:48])[CH3:49].[CH2:35]=[O:36].[CH2:3]([CH2:4][CH2:5][CH3:6])[c:7]1[n:8][n:9][c:10]([O:26][CH2:27][C:28]2([F:34])[CH2:29][CH2:30][NH:31][CH2:32][CH2:33]2)[cH:11][c:12]1-[c:13]1[cH:14][cH:15][c:16]([O:19][CH:20]2[CH2:21][CH2:22][CH2:23][CH2:24][CH2:25]2)[cH:17][cH:18]1.[Cl:51][CH2:52][Cl:53].[ClH:1].[ClH:2].[Na+:50].[OH2:54]>>[CH2:3]([CH2:4][CH2:5][CH3:6])[c:7]1[n:8][n:9][c:10]([O:26][CH2:27][C:28]2([F:34])[CH2:29][CH2:30][N:31]([CH3:37])[CH2:32][CH2:33]2)[cH:11][c:12]1-[c:13]1[cH:14][cH:15][c:16]([O:19][CH:20]2[CH2:21][CH2:22][CH2:23][CH2:24][CH2:25]2)[cH:17][cH:18]1. The reactants are CN(C(=O)C1=CC=C(CN)C=C1)C (4-dimethylaminocarbonylbenzylamine), [H-].[Al+3].[Li+].[H-].[H-].[H-] (lithium aluminum hydride). Solvent: O1CCCC1 (tetrahydrofuran), O1CCCC1 (tetrahydrofuran). Yields the product CN(C)CC1=CC=C(CN)C=C1 (4-Dimethylaminomethylbenzylamine). Reaction SMILES: [H-].[Al+3].[Li+].[H-].[H-].[H-].[CH3:7][N:8]([CH3:19])[C:9]([C:11]1[CH:18]=[CH:17][C:14]([CH2:15][NH2:16])=[CH:13][CH:12]=1)=O>O1CCCC1>[CH3:19][N:8]([CH2:9][C:11]1[CH:12]=[CH:13][C:14]([CH2:15][NH2:16])=[CH:17][CH:18]=1)[CH3:7] |f:0.1.2.3.4.5|. Reported procedure: Into a suspension of 0.95 g of lithium aluminum hydride and 100 ml of tetrahydrofuran, a solution obtained by dissolving 1.77 g of 4-dimethylaminocarbonylbenzylamine prepared in Reference Example 5 in 50 ml of tetrahydrofuran, was dropwise added under stirring, and the reaction solution was refluxed for 3 hours. After cooling, the reaction solution was cooled with ice, and ice pieces were gradually added to decompose the excessive reducing agent. Tetrahydrofuran was distilled off, and the residu... Reactants: C(#CCCCCCC)C1=C(OC=C1)C=O (3-(1-octynyl)furan-2-carboxaldehyde), C(CC(=O)O)(=O)O (malonic acid). Run in CCCCCC (Hexane). Yields the product C(#CCCCCCC)C1=C(OC=C1)/C=C/C(=O)O ((E)-3-[3-(1-Octynyl)-2-furanyl]prop-2-enoic acid). The yield is 87.7%. Reaction SMILES: [C:1]([C:9]1[CH:13]=[CH:12][O:11][C:10]=1[CH:14]=O)#[C:2][CH2:3][CH2:4][CH2:5][CH2:6][CH2:7][CH3:8].C(O)(=O)[CH2:17][C:18]([OH:20])=[O:19]>CCCCCC>[C:1]([C:9]1[CH:13]=[CH:12][O:11][C:10]=1/[CH:14]=[CH:17]/[C:18]([OH:20])=[O:19])#[C:2][CH2:3][CH2:4][CH2:5][CH2:6][CH2:7][CH3:8]. Procedure: Reaction of 3-(1-octynyl)furan-2-carboxaldehyde (1.02 g, 5 mmole from example 14) with malonic acid (1.04 g, 10 mmole) as described in Example 2 gave 1.08 g (88%) of the title compound, mp (Hexane) 81°-81.5° C., νmax (mull) 2600(broad), 1690, 1670(sh), 1620, 1410, 1320, 1270, 970, 890, 770 cm-1 ; δ(CDCl3) 0.91(3H, t, J=6.9 Hz), 1.34(2H, m), 1.46(2H, m), 1.62(2H, m), 2.45(2H, t, J=7.0 Hz), 6.40(1H, d, J=15.9 Hz), 6.46(1H, d, J=1.8 Hz), 7.41(1H, d, J=1.8 Hz), 7.66(1H, d, J=15.9 Hz), 11.60(1H, broa... Starting materials: C(C)(=O)N(CCN1C(C(=C(C2=NC=C(C=C12)CC1=CC=C(C=C1)F)O)C(=O)OCC)=O)C (ethyl 1-{2-[acetyl(methyl)amino]ethyl}-7-[(4-fluorophenyl)methyl]-4-hydroxy-2-oxo-1,2-dihydro-1,5-naphthyridine-3-carboxylate), N[C@@H](CO)C ((2R)-2-amino-1-propanol). Product: C(C)(=O)N(CCN1C(C(=C(C2=NC=C(C=C12)CC1=CC=C(C=C1)F)O)C(=O)N[C@@H](CO)C)=O)C (1-{2-[Acetyl(methyl)amino]ethyl}-7-[(4-fluorophenyl)methyl]-4-hydroxy-N-[(1R)-2-hydroxy-1-methylethyl]-2-oxo-1,2-dihydro-1,5-naphthyridine-3-carboxamide). RXN SMILES: [C:1]([N:4]([CH3:32])[CH2:5][CH2:6][N:7]1[C:16]2[C:11](=[N:12][CH:13]=[C:14]([CH2:17][C:18]3[CH:23]=[CH:22][C:21]([F:24])=[CH:20][CH:19]=3)[CH:15]=2)[C:10]([OH:25])=[C:9]([C:26](OCC)=[O:27])[C:8]1=[O:31])(=[O:3])[CH3:2].[NH2:33][C@H:34]([CH3:37])[CH2:35][OH:36]>>[C:1]([N:4]([CH3:32])[CH2:5][CH2:6][N:7]1[C:16]2[C:11](=[N:12][CH:13]=[C:14]([CH2:17][C:18]3[CH:23]=[CH:22][C:21]([F:24])=[CH:20][CH:19]=3)[CH:15]=2)[C:10]([OH:25])=[C:9]([C:26]([NH:33][C@H:34]([CH3:37])[CH2:35][OH:36])=[O:27])[C:8]1=[O:31])(=[O:3])[CH3:2]. Procedure: This compound was prepared from ethyl 1-{2-[acetyl(methyl)amino]ethyl}-7-[(4-fluorophenyl)methyl]-4-hydroxy-2-oxo-1,2-dihydro-1,5-naphthyridine-3-carboxylate and (2R)-2-amino-1-propanol using methods similar to Example 574: step 2 to provide an off-white solid: 1H NMR (400 MHz, DMSO-d6@90° C.) δ ppm 1.23 (d, J=6.72 Hz, 3 H), 1.85 (s, 3 H), 2.80 (s, 1 H), 2.95 (s, 2 H), 3.50-3.55 (m, 4 H), 4.05-4.14 (m, 1 H), 4.18 (d, J=0.82 Hz, 2 H), 4.35 (s, 2 H), 4.70 (t, J=5.56 Hz, 1 H), 7.09-7.15 (m, 2 H), 7... The reactants are [N+](=O)(O)[O-] (nitric acid), [N+](=O)(O)[O-] (nitric acid), C1(=CC=C(C=C1)N)N (1,4-phenylenediamine), graphite, [N+](=O)(O)[O-] (nitric acid), graphite. Yields the product [N+](=O)([O-])[O-].O[NH3+] (hydroxylammonium nitrate), [N+](=O)(O)[O-] (nitric acid), [N+](=O)([O-])[O-].[NH4+] (ammonium nitrate). Reaction SMILES: [N+:1]([O-:4])([OH:3])=[O:2].C1(N)C=CC([NH2:11])=CC=1>>[N+:1]([O-:4])([O-:3])=[O:2].[OH:2][NH3+:1].[N+:1]([O-:4])([OH:3])=[O:2].[N+:1]([O-:4])([O-:3])=[O:2].[NH4+:11] |f:2.3,5.6|. Procedure details: The general procedure of Example 1 is repeated except that a piece of graphite felt is attached to the graphite cathode to enhance the cathode surface area. A solution containing 0.5 M nitric acid and 50 mM 1,4-phenylenediamine is charged to the catholyte compartment. Concentrated nitric acid is added to the catholyte compartment to maintain the nitric acid concentration between 0.5 M and 1 M under application of an electrical current. While maintaining the temperature between 5° C. and 10° C., ...